From a dataset of the Open Reaction Database (ORD), a public repository of structured organic reaction records. describe an organic reaction: reactants, conditions, products, and yield Reactants: CCN=C=NCCCN(C)C, COc1cc2nccc(Oc3ccc(N)cc3)c2cc1OC, CN(C)C=O, O=C(O)C1CCCC1, Cl. Yields the product COc1cc2nccc(Oc3ccc(NC(=O)C4CCCC4)cc3)c2cc1OC. As a reaction SMILES: [CH2:32]([N:33]=[C:34]=[N:35][CH2:36][CH2:37][CH2:38][N:39]([CH3:40])[CH3:41])[CH3:42].[CH3:1][O:2][c:3]1[cH:4][c:5]2[c:6]([O:15][c:16]3[cH:17][cH:18][c:19]([NH2:22])[cH:20][cH:21]3)[cH:7][cH:8][n:9][c:10]2[cH:11][c:12]1[O:13][CH3:14].[CH3:43][N:44]([CH3:45])[CH:46]=[O:47].[CH:23]1([C:28](=[O:29])[OH:30])[CH2:24][CH2:25][CH2:26][CH2:27]1.[ClH:31]>>[CH3:1][O:2][c:3]1[cH:4][c:5]2[c:6]([O:15][c:16]3[cH:17][cH:18][c:19]([NH:22][C:28]([CH:23]4[CH2:24][CH2:25][CH2:26][CH2:27]4)=[O:29])[cH:20][cH:21]3)[cH:7][cH:8][n:9][c:10]2[cH:11][c:12]1[O:13][CH3:14]. Reactants: [Li+].[BH4-] (LiBH4), C1(=CC=CC=C1)C1CC(C2=CC=CC=C12)CCO (2-(3-phenylindan-1-yl)ethanol), Br (HBr). The product is C1(=CC=CC=C1)C1CC(C2=CC=CC=C12)CCBr (2-(3-phenylindan-1-yl) ethyl bromide). RXN SMILES: [Li+].[BH4-].[C:3]1([CH:9]2[C:17]3[C:12](=[CH:13][CH:14]=[CH:15][CH:16]=3)[CH:11]([CH2:18][CH2:19]O)[CH2:10]2)[CH:8]=[CH:7][CH:6]=[CH:5][CH:4]=1.[BrH:21]>>[C:3]1([CH:9]2[C:17]3[C:12](=[CH:13][CH:14]=[CH:15][CH:16]=3)[CH:11]([CH2:18][CH2:19][Br:21])[CH2:10]2)[CH:8]=[CH:7][CH:6]=[CH:5][CH:4]=1 |f:0.1|. Reported procedure: Ethyl 3-phenylindan-1-acetate (84.3 g, 0.3 mol) in THF (300 ml) was added dropwise with stirring to LiAlH4 (10 g) in THF (200 ml) under N2 and the mixture stirred at 80° C. overnight. Processing by standard conditions yielded 2-(3-phenylindan-1-yl)ethanol as an oil (47.3 g), IR 3100-3600 cm-1 (OH). This alcohol could also obtained by reduction of the ester in THF using LiBH4. The alcohol (43.15 g, 0.18 mol) was refluxed overnight with 48% HBr (280 ml), cooled, extracted with ether which, with st... Reactants: ClC1=NC=CC(=N1)C(F)(F)F (2-chloro-4-(trifluoromethyl)pyrimidine), NC=1C=C(C=C(C1)C1=CC=CC=C1)C(=O)N1CCOCC1 ((5-aminobiphenyl-3-yl)(morpholin-4-yl)methanone), CC(C)([O-])C.[Na+] (sodium tert-butoxide), C=1C=CC(=CC1)P(C=2C=CC=CC2)C3=CC=C4C=CC=CC4=C3C5=C6C=CC=CC6=CC=C5P(C=7C=CC=CC7)C=8C=CC=CC8 (BINAP). Reagents/catalysts: C=1C=CC(=CC1)/C=C/C(=O)/C=C/C2=CC=CC=C2.C=1C=CC(=CC1)/C=C/C(=O)/C=C/C2=CC=CC=C2.C=1C=CC(=CC1)/C=C/C(=O)/C=C/C2=CC=CC=C2.[Pd].[Pd] (Pd2(dba)3). Solvent: C1(=CC=CC=C1)C (toluene), C(C)(=O)OCC (ethyl acetate). Product: N1(CCOCC1)C(=O)C=1C=C(C=C(C1)NC1=NC=CC(=N1)C(F)(F)F)C1=CC=CC=C1 (morpholin-4-yl(5-{[4-(trifluoromethyl)pyrimidin-2-yl]amino}biphenyl-3-yl)methanone). As a reaction SMILES: Cl[C:2]1[N:7]=[C:6]([C:8]([F:11])([F:10])[F:9])[CH:5]=[CH:4][N:3]=1.[NH2:12][C:13]1[CH:14]=[C:15]([C:25]([N:27]2[CH2:32][CH2:31][O:30][CH2:29][CH2:28]2)=[O:26])[CH:16]=[C:17]([C:19]2[CH:24]=[CH:23][CH:22]=[CH:21][CH:20]=2)[CH:18]=1.CC(C)([O-])C.[Na+].C1C=CC(P(C2C(C3C(P(C4C=CC=CC=4)C4C=CC=CC=4)=CC=C4C=3C=CC=C4)=C3C(C=CC=C3)=CC=2)C2C=CC=CC=2)=CC=1>C1(C)C=CC=CC=1.C(OCC)(=O)C.C1C=CC(/C=C/C(/C=C/C2C=CC=CC=2)=O)=CC=1.C1C=CC(/C=C/C(/C=C/C2C=CC=CC=2)=O)=CC=1.C1C=CC(/C=C/C(/C=C/C2C=CC=CC=2)=O)=CC=1.[Pd].[Pd]>[N:27]1([C:25]([C:15]2[CH:16]=[C:17]([C:19]3[CH:20]=[CH:21][CH:22]=[CH:23][CH:24]=3)[CH:18]=[C:13]([NH:12][C:2]3[N:7]=[C:6]([C:8]([F:11])([F:10])[F:9])[CH:5]=[CH:4][N:3]=3)[CH:14]=2)=[O:26])[CH2:28][CH2:29][O:30][CH2:31][CH2:32]1 |f:2.3,7.8.9.10.11|. Procedure: A solution of 2-chloro-4-(trifluoromethyl)pyrimidine (34 mg, 0.186 mmol), (5-aminobiphenyl-3-yl)(morpholin-4-yl)methanone (63.1 mg, 0.224 mmol), sodium tert-butoxide, Pd2(dba)3 (9.64 mg, 0.009 mmol) and BINAP (11.6 mg, 0.019 mmol) in toluene (0.931 mL) was heated to 130° C. in a microwave reactor for 30 minutes, then allowed to cool to room temperature. The reaction mixture was diluted with ethyl acetate (30 mL) and was washed with 0.1 M HCl (30 mL) followed by brine (30 mL). The aqueous phases ... Starting materials: O=C([O-])[O-], ClCCl, O=C(Cl)OCc1ccccc1, [K+], [K+], Cc1ccc2c(c1)NC(=O)C(NC(=O)OC(C)(C)C)CN2, O. Yields the product Cc1ccc2c(c1)NC(=O)C(NC(=O)OC(C)(C)C)CN2C(=O)OCc1ccccc1. As a reaction SMILES: [C:22](=[O:23])([O-:24])[O-:25].[CH2:40]([Cl:41])[Cl:42].[Cl:29][C:30](=[O:31])[O:32][CH2:33][c:34]1[cH:35][cH:36][cH:37][cH:38][cH:39]1.[K+:26].[K+:27].[O:1]=[C:2]1[CH:3]([NH:14][C:15](=[O:16])[O:17][C:18]([CH3:19])([CH3:20])[CH3:21])[CH2:4][NH:5][c:6]2[c:7]([cH:9][c:10]([CH3:13])[cH:11][cH:12]2)[NH:8]1.[OH2:28]>>[O:1]=[C:2]1[CH:3]([NH:14][C:15](=[O:16])[O:17][C:18]([CH3:19])([CH3:20])[CH3:21])[CH2:4][N:5]([C:30](=[O:31])[O:32][CH2:33][c:34]2[cH:35][cH:36][cH:37][cH:38][cH:39]2)[c:6]2[c:7]([cH:9][c:10]([CH3:13])[cH:11][cH:12]2)[NH:8]1. Yield: 51.1%. Reactants: NC(=S)N (Thiourea), C([O-])(O)=O.[Na+] (sodium bicarbonate), BrCC(=O)CC(=O)NC1[C@@H]2N(C(=CCS2)C(=O)O)C1=O (7-[2-(2-bromoacetyl)acetamido]-3-cephem-4-carboxylic acid), resultant solution, Cl (hydrochloric acid). Solvent: O1CCCC1 (tetrahydrofuran), O (water). Procedure: Thiourea (663 mg), sodium bicarbonate (732 mg) and water (20 ml) were added to a stirred solution of 7-[2-(2-bromoacetyl)acetamido]-3-cephem-4-carboxylic acid (2.11 g) in tetrahydrofuran (20 ml) under ice-cooling and stirred at the same temperature for an hour. After the resultant solution was adjusted to pH 4.0 with dilute hydrochloric acid, the precipitates were collected by filtration, washed with water and dried over phosphorus pentoxide under reduced pressure to give 7-[2-(2-amino-4-thiazol... Yields the product NC=1SC=C(N1)CC(=O)NC1[C@@H]2N(C(=CCS2)C(=O)O)C1=O (7-[2-(2-amino-4-thiazolyl)acetamido]-3-cephem-4-carboxylic acid). RXN SMILES: [NH2:1][C:2]([NH2:4])=[S:3].C(=O)(O)[O-].[Na+].Br[CH2:11][C:12]([CH2:14][C:15]([NH:17][CH:18]1[C:28](=[O:29])[N:20]2[C:21]([C:25]([OH:27])=[O:26])=[CH:22][CH2:23][S:24][C@H:19]12)=[O:16])=O.Cl>O1CCCC1.O>[NH2:1][C:2]1[S:3][CH:11]=[C:12]([CH2:14][C:15]([NH:17][CH:18]2[C:28](=[O:29])[N:20]3[C:21]([C:25]([OH:27])=[O:26])=[CH:22][CH2:23][S:24][C@H:19]23)=[O:16])[N:4]=1 |f:1.2|. Starting materials: FC1=CC=C(C=C1)[C@]1(CCN(C(O1)=O)[C@@H](C)C1=CC=C(C=C1)B1OC(C(O1)(C)C)(C)C)CCCO ((R)-6-(4-fluorophenyl)-6-(3-hydroxypropyl)-3-((S)-1-(4-(4,4,5,5-tetramethyl-1,3,2-dioxaborolan-2-yl)phenyl)ethyl)-1,3-oxazinan-2-one), BrC1=NC(=NC=C1)C (4-bromo-2-methylpyrimidine). The product is FC1=CC=C(C=C1)[C@]1(CCN(C(O1)=O)[C@@H](C)C1=CC=C(C=C1)C1=NC(=NC=C1)C)CCCO ((R)-6-(4-fluorophenyl)-6-(3-hydroxypropyl)-3-((S)-1-(4-(2-methylpyrimidin-4-yl)phenyl)ethyl)-1,3-oxazinan-2-one). RXN SMILES: [F:1][C:2]1[CH:7]=[CH:6][C:5]([C@:8]2([CH2:32][CH2:33][CH2:34][OH:35])[O:13][C:12](=[O:14])[N:11]([C@H:15]([C:17]3[CH:22]=[CH:21][C:20](B4OC(C)(C)C(C)(C)O4)=[CH:19][CH:18]=3)[CH3:16])[CH2:10][CH2:9]2)=[CH:4][CH:3]=1.Br[C:37]1[CH:42]=[CH:41][N:40]=[C:39]([CH3:43])[N:38]=1>>[F:1][C:2]1[CH:3]=[CH:4][C:5]([C@:8]2([CH2:32][CH2:33][CH2:34][OH:35])[O:13][C:12](=[O:14])[N:11]([C@H:15]([C:17]3[CH:22]=[CH:21][C:20]([C:37]4[CH:42]=[CH:41][N:40]=[C:39]([CH3:43])[N:38]=4)=[CH:19][CH:18]=3)[CH3:16])[CH2:10][CH2:9]2)=[CH:6][CH:7]=1. Reported procedure: The title compound was prepared from (R)-6-(4-fluorophenyl)-6-(3-hydroxypropyl)-3-((S)-1-(4-(4,4,5,5-tetramethyl-1,3,2-dioxaborolan-2-yl)phenyl)ethyl)-1,3-oxazinan-2-one and 4-bromo-2-methylpyrimidine following a procedure analogous to that described in Example 1 Step 2. LC-MS Method 2 tR=1.159, m/z=450; 1H NMR (CDCl3) 1.33 (m, 3H), 1.52 (m, 3H), 1.63 (m, 3H), 1.80-1.95 (m, 2H), 2.15-2.30 (m, 3H), 2.75 (s, 3H), 2.90 (m, 1H), 3.51 (m, 2H), 5.68 (m, 1H), 6.99 (m, 4H), 7.20 (m, 2H), 7.41 (m, 1H), 7... Reactants: Cl.NC1CN(CC1)C=1N=C(C2=C(N1)SC=N2)NC2=CC(=C(C=C2)OC)OC (5-(3-aminopyrrolidin-1-yl)-N-(3,4-dimethoxyphenyl)thiazolo[5,4-d]pyrimidin-7-amine hydrochloride), N1=C(C=NC=C1)C(=O)O (pyrazine-2-carboxylic acid), CCN=C=NCCCN(C)C (EDCI), CN1C=NC=C1 (N-methylimidazole). Solvent: C(Cl)Cl (DCM). Run at time 15 hour. Product: COC=1C=C(C=CC1OC)NC=1C2=C(N=C(N1)N1CC(CC1)NC(=O)C1=NC=CN=C1)SC=N2 (N-(1-(7-(3,4-dimethoxyphenylamino)thiazolo[5,4-d]pyrimidin-5-yl)pyrrolidin-3-yl)pyrazine-2-carboxamide). Yield: 73.1%. As a reaction SMILES: Cl.[NH2:2][CH:3]1[CH2:7][CH2:6][N:5]([C:8]2[N:9]=[C:10]([NH:17][C:18]3[CH:23]=[CH:22][C:21]([O:24][CH3:25])=[C:20]([O:26][CH3:27])[CH:19]=3)[C:11]3[N:16]=[CH:15][S:14][C:12]=3[N:13]=2)[CH2:4]1.[N:28]1[CH:33]=[CH:32][N:31]=[CH:30][C:29]=1[C:34](O)=[O:35].CCN=C=NCCCN(C)C.CN1C=CN=C1>C(Cl)Cl>[CH3:27][O:26][C:20]1[CH:19]=[C:18]([NH:17][C:10]2[C:11]3[N:16]=[CH:15][S:14][C:12]=3[N:13]=[C:8]([N:5]3[CH2:6][CH2:7][CH:3]([NH:2][C:34]([C:29]4[CH:30]=[N:31][CH:32]=[CH:33][N:28]=4)=[O:35])[CH2:4]3)[N:9]=2)[CH:23]=[CH:22][C:21]=1[O:24][CH3:25] |f:0.1|. Procedure: A mixture of 5-(3-aminopyrrolidin-1-yl)-N-(3,4-dimethoxyphenyl)thiazolo[5,4-d]pyrimidin-7-amine hydrochloride (40 mg, 0.1 mmol), pyrazine-2-carboxylic acid (14 mg, 0.11 mmol), EDCI (38 mg, 0.2 mmol) and N-methylimidazole (25 mg, 0.3 mmol) in 3 mL of DCM was stirred at room temperature for 15 hours. The mixture was washed with water (5 mL), the organic layer was dried over Na2SO4. After filtration and concentration, the residue was purified by preparative TLC (Silica gel, 20 cm×20 cm, separated b... Reactants: C1(=CC=CC=C1)C1=CC=C(S1)C=O (5-phenyl-2-thiophenecarbaldehyde), CC(C(=O)NC1=CC(=CC=C1)C1CCNCC1)C (2-methyl-N-[3-(4-piperidinyl)phenyl]propanamide). Yields the product CC(C(=O)NC1=CC(=CC=C1)C1CCN(CC1)CC=1S(C=CC1)C1=CC=CC=C1)C (2-METHYL-N-(3-{1-[(S-PHENYL-2-THIENYL)METHYL]-4-PIPERIDINYL}PHENYL)PROPANAMIDE). RXN SMILES: C1([C:7]2[S:11][C:10]([CH:12]=O)=[CH:9][CH:8]=2)C=CC=CC=1.[CH3:14][CH:15]([CH3:31])[C:16]([NH:18][C:19]1[CH:24]=[CH:23][CH:22]=[C:21]([CH:25]2[CH2:30][CH2:29][NH:28][CH2:27][CH2:26]2)[CH:20]=1)=[O:17]>>[CH3:14][CH:15]([CH3:31])[C:16]([NH:18][C:19]1[CH:24]=[CH:23][CH:22]=[C:21]([CH:25]2[CH2:30][CH2:29][N:28]([CH2:12][C:10]3[SH:11]([C:19]4[CH:24]=[CH:23][CH:22]=[CH:21][CH:20]=4)[CH:7]=[CH:8][CH:9]=3)[CH2:27][CH2:26]2)[CH:20]=1)=[O:17]. Reported procedure: Prepared by Procedure F and Scheme R using 5-phenyl-2-thiophenecarbaldehyde and 2-methyl-N-[3-(4-piperidinyl)phenyl]propanamide: ESMS m/e: 419.1 (M+H)+. Reactants: O=C(Br)CBr, O=C(c1ccccc1)c1cccc2c1NCCO2, ClCCl, O, c1ccncc1. Yields the product O=C(c1ccccc1)c1cccc2c1N(C(=O)CBr)CCO2. RXN SMILES: [Br:25][CH2:26][C:27](=[O:28])[Br:29].[C:1]([c:2]1[cH:3][cH:4][cH:5][cH:6][cH:7]1)(=[O:8])[c:9]1[cH:10][cH:11][cH:12][c:13]2[c:14]1[NH:15][CH2:16][CH2:17][O:18]2.[CH2:31]([Cl:32])[Cl:33].[OH2:30].[cH:19]1[cH:20][cH:21][n:22][cH:23][cH:24]1>>[C:1]([c:2]1[cH:3][cH:4][cH:5][cH:6][cH:7]1)(=[O:8])[c:9]1[cH:10][cH:11][cH:12][c:13]2[c:14]1[N:15]([C:27]([CH2:26][Br:25])=[O:28])[CH2:16][CH2:17][O:18]2.